Dataset: the Open Reaction Database (ORD), a public repository of structured organic reaction records. Task: describe an organic reaction: reactants, conditions, products, and yield Starting materials: [Br-], Cc1cc(Br)ccc1C#N, Cc1ccc(C)c([Mg+])c1, Cl[Pd]Cl, C1CCOC1, c1ccc(P(c2ccccc2)c2ccccc2)cc1. The product is Cc1ccc(C)c(-c2ccc(C#N)c(C)c2)c1. As a reaction SMILES: [Br-:1].[Br:11][c:12]1[cH:13][c:14]([CH3:20])[c:15]([C:16]#[N:17])[cH:18][cH:19]1.[CH3:2][c:3]1[c:4]([Mg+:10])[cH:5][c:6]([CH3:9])[cH:7][cH:8]1.[Cl:45][Pd:46][Cl:47].[O:40]1[CH2:41][CH2:42][CH2:43][CH2:44]1.[c:21]1([P:22]([c:23]2[cH:24][cH:25][cH:26][cH:27][cH:28]2)[c:29]2[cH:30][cH:31][cH:32][cH:33][cH:34]2)[cH:35][cH:36][cH:37][cH:38][cH:39]1>>[CH3:2][c:3]1[c:4](-[c:12]2[cH:13][c:14]([CH3:20])[c:15]([C:16]#[N:17])[cH:18][cH:19]2)[cH:5][c:6]([CH3:9])[cH:7][cH:8]1. Reactants: ClC1=CC(=NC=2N1N=C(C2S(=O)(=O)C2=CC=C(C=C2)F)SC)C (7-chloro-3-(4-fluoro-benzenesulphonyl)-5-methyl-2-methylsulphanyl-pyrazolo[1,5-a]pyrimidine), N (NH3). The solvent is CO (MeOH). The product is FC1=CC=C(C=C1)S(=O)(=O)C=1C(=NN2C1N=C(C=C2N)C)SC (3-(4-fluoro-benzenesulphonyl)-5-methyl-2-methylsulphanyl-pyrazolo[1,5-a]pyrimidin-7-ylamine). RXN SMILES: Cl[C:2]1[N:7]2[N:8]=[C:9]([S:21][CH3:22])[C:10]([S:11]([C:14]3[CH:19]=[CH:18][C:17]([F:20])=[CH:16][CH:15]=3)(=[O:13])=[O:12])=[C:6]2[N:5]=[C:4]([CH3:23])[CH:3]=1.[NH3:24]>CO>[F:20][C:17]1[CH:18]=[CH:19][C:14]([S:11]([C:10]2[C:9]([S:21][CH3:22])=[N:8][N:7]3[C:2]([NH2:24])=[CH:3][C:4]([CH3:23])=[N:5][C:6]=23)(=[O:13])=[O:12])=[CH:15][CH:16]=1. Reported procedure: In an analogous manner to that described in Example 4, from 7-chloro-3-(4-fluoro-benzenesulphonyl)-5-methyl-2-methylsulphanyl-pyrazolo[1,5-a]pyrimidine and NH3 in MeOH there was obtained 3-(4-fluoro-benzenesulphonyl)-5-methyl-2-methylsulphanyl-pyrazolo[1,5-a]pyrimidin-7-ylamine as colorless crystals, m.p.>230°. The reactants are C1CCOC1, COC(=O)C1(C(=O)Nc2cc(F)c(Oc3ccnc(-c4cnn(C)c4)c3)cc2F)CC1, [Li+], [OH-], O, O. The product is Cn1cc(-c2cc(Oc3cc(F)c(NC(=O)C4(C(=O)[O-])CC4)cc3F)ccn2)cn1, [Li+]. Reaction SMILES: [CH2:36]1[O:37][CH2:38][CH2:39][CH2:40]1.[F:1][c:2]1[c:3]([NH:22][C:23](=[O:24])[C:25]2([C:28](=[O:29])[O:30][CH3:31])[CH2:26][CH2:27]2)[cH:4][c:5]([F:21])[c:6]([O:8][c:9]2[cH:10][c:11](-[c:15]3[cH:16][n:17][n:18]([CH3:20])[cH:19]3)[n:12][cH:13][cH:14]2)[cH:7]1.[Li+:35].[OH-:34].[OH2:32].[OH2:33]>>[F:1][c:2]1[c:3]([NH:22][C:23](=[O:24])[C:25]2([C:28](=[O:29])[O-:30])[CH2:26][CH2:27]2)[cH:4][c:5]([F:21])[c:6]([O:8][c:9]2[cH:10][c:11](-[c:15]3[cH:16][n:17][n:18]([CH3:20])[cH:19]3)[n:12][cH:13][cH:14]2)[cH:7]1.[Li+:35]. The reactants are COC(=O)CCCCCBr, CN(C)C=O, COc1ccc(-n2c(-c3ccccc3)nc3cc(NS(=O)(=O)c4ccc(Cl)cc4)ccc32)cc1, [H-], [Na+], O. The product is COC(=O)CCCCCN(c1ccc2c(c1)nc(-c1ccccc1)n2-c1ccc(OC)cc1)S(=O)(=O)c1ccc(Cl)cc1. As a reaction SMILES: [CH3:37][O:38][C:39]([CH2:40][CH2:41][CH2:42][CH2:43][CH2:44][Br:45])=[O:46].[CH3:48][N:49]([CH3:50])[CH:51]=[O:52].[Cl:1][c:2]1[cH:3][cH:4][c:5]([S:8](=[O:9])(=[O:10])[NH:11][c:12]2[cH:13][c:14]3[c:15]([n:16](-[c:25]4[cH:26][cH:27][c:28]([O:31][CH3:32])[cH:29][cH:30]4)[c:17](-[c:19]4[cH:20][cH:21][cH:22][cH:23][cH:24]4)[n:18]3)[cH:33][cH:34]2)[cH:6][cH:7]1.[H-:35].[Na+:36].[OH2:47]>>[Cl:1][c:2]1[cH:3][cH:4][c:5]([S:8](=[O:9])(=[O:10])[N:11]([c:12]2[cH:13][c:14]3[c:15]([n:16](-[c:25]4[cH:26][cH:27][c:28]([O:31][CH3:32])[cH:29][cH:30]4)[c:17](-[c:19]4[cH:20][cH:21][cH:22][cH:23][cH:24]4)[n:18]3)[cH:33][cH:34]2)[CH2:44][CH2:43][CH2:42][CH2:41][CH2:40][C:39]([O:38][CH3:37])=[O:46])[cH:6][cH:7]1.